From a dataset of the Open Reaction Database (ORD), a public repository of structured organic reaction records. describe an organic reaction: reactants, conditions, products, and yield Reactants: NC1=NC(=CC(=N1)O[C@@H](C(F)(F)F)C1=C(C=C(C(=O)O)C=C1)N1N=C(C=C1)C)N1CCC2(CN([C@@H](C2)C(=O)OCC2=CC=CC=C2)C(=O)OCC2=CC=CC=C2)CC1 (4-[(1R)-1-[2-amino-6-[(2S)-2,3-bis(benzyloxycarbonyl)-3,8-diazaspiro[4.5]decan-8-yl]pyrimidin-4-yl]oxy-2,2,2-trifluoro-ethyl]-3-(3-methylpyrazol-1-yl)benzoic acid), CC(C(F)(F)F)(C(F)(F)F)O ((CF3)2MeCOH), CCN=C=NCCCN(C)C (EDCI). Reagents/catalysts: CN(C)C=1C=CN=CC1 (DMAP). Solvent: C(Cl)Cl (CH2Cl2), C(Cl)Cl (CH2Cl2). Conditions: time 12 hour. Yields the product NC1=NC(=CC(=N1)N1CCC2(CN([C@@H](C2)C(=O)OCC2=CC=CC=C2)C(=O)OCC2=CC=CC=C2)CC1)O[C@@H](C(F)(F)F)C1=C(C=C(C=C1)C(=O)OC(C(F)(F)F)(C(F)(F)F)C)N1N=C(C=C1)C (dibenzyl (2S)-8-[2-amino-6-[(1R)-2,2,2-trifluoro-1-[2-(3-methylpyrazol-1-yl)-4-[2,2,2-trifluoro-1-methyl-1-(trifluoromethyl)ethoxy]carbonyl-phenyl]ethoxy]pyrimidin-4-yl]-3,8-diazaspiro[4.5]decane-2,3-dicarboxylate). As a reaction SMILES: [NH2:1][C:2]1[N:7]=[C:6]([O:8][C@H:9]([C:14]2[CH:22]=[CH:21][C:17]([C:18]([OH:20])=[O:19])=[CH:16][C:15]=2[N:23]2[CH:27]=[CH:26][C:25]([CH3:28])=[N:24]2)[C:10]([F:13])([F:12])[F:11])[CH:5]=[C:4]([N:29]2[CH2:58][CH2:57][C:32]3([CH2:36][C@@H:35]([C:37]([O:39][CH2:40][C:41]4[CH:46]=[CH:45][CH:44]=[CH:43][CH:42]=4)=[O:38])[N:34]([C:47]([O:49][CH2:50][C:51]4[CH:56]=[CH:55][CH:54]=[CH:53][CH:52]=4)=[O:48])[CH2:33]3)[CH2:31][CH2:30]2)[N:3]=1.[CH3:59][C:60](O)([C:65]([F:68])([F:67])[F:66])[C:61]([F:64])([F:63])[F:62].CCN=C=NCCCN(C)C>C(Cl)Cl.CN(C1C=CN=CC=1)C>[NH2:1][C:2]1[N:3]=[C:4]([N:29]2[CH2:58][CH2:57][C:32]3([CH2:36][C@@H:35]([C:37]([O:39][CH2:40][C:41]4[CH:42]=[CH:43][CH:44]=[CH:45][CH:46]=4)=[O:38])[N:34]([C:47]([O:49][CH2:50][C:51]4[CH:52]=[CH:53][CH:54]=[CH:55][CH:56]=4)=[O:48])[CH2:33]3)[CH2:31][CH2:30]2)[CH:5]=[C:6]([O:8][C@H:9]([C:14]2[CH:22]=[CH:21][C:17]([C:18]([O:20][C:60]([CH3:59])([C:65]([F:68])([F:67])[F:66])[C:61]([F:64])([F:63])[F:62])=[O:19])=[CH:16][C:15]=2[N:23]2[CH:27]=[CH:26][C:25]([CH3:28])=[N:24]2)[C:10]([F:12])([F:11])[F:13])[N:7]=1. Reported procedure: To a solution of 4-[(1R)-1-[2-amino-6-[(2S)-2,3-bis(benzyloxycarbonyl)-3,8-diazaspiro[4.5]decan-8-yl]pyrimidin-4-yl]oxy-2,2,2-trifluoro-ethyl]-3-(3-methylpyrazol-1-yl)benzoic acid (80 mg, 0.1 mmol) in CH2Cl2 (4 mL) was added DMAP (73 mg, 0.6 mmol), (CF3)2MeCOH (108 mg, 0.6 mmol), followed by EDCI (114 mg, 0.6 mmol). The reaction mixture was stirred at RT for 12 h, diluted with CH2Cl2 and washed with water. The aqueous solution was extracted with CH2Cl2. The combined organic layers were washed wi...